This data is from the Open Reaction Database (ORD), a public repository of structured organic reaction records. The task is: describe an organic reaction: reactants, conditions, products, and yield Starting materials: CS(=O)(=O)OCCOC1=C(C=CC=C1)OCC1=CC=CC=C1 (2-(2-benzyloxyphenoxy)ethyl methanesulfonate), ClC=1C=C2C(=CNC2=CC1)CC(C)(C)N ([2- (5-chloro-1H-indol-3-yl)-1,1-dimethylethyl]amine), N1C=C(C2=CC=CC=C12)CC(C)(C)N ([2-(1H-indol-3yl)-1,1-dimethylethyl]amine). The product is Cl.N1C=C(C2=CC=CC=C12)CC(C)(C)NCCOC1=C(C=CC=C1)OCC1=CC=CC=C1 ([2-(1H-indol-3-yl)-1,1-dimethylethyl]{2- (2-benzyloxyphenoxy)ethyl}amine hydrochloride). RXN SMILES: CS(O[CH2:6][CH2:7][O:8][C:9]1[CH:14]=[CH:13][CH:12]=[CH:11][C:10]=1[O:15][CH2:16][C:17]1[CH:22]=[CH:21][CH:20]=[CH:19][CH:18]=1)(=O)=O.[Cl:23][C:24]1[CH:25]=[C:26]2[C:30](=[CH:31][CH:32]=1)[NH:29][CH:28]=[C:27]2[CH2:33][C:34]([NH2:37])([CH3:36])[CH3:35].N1C2C(=CC=CC=2)C(CC(N)(C)C)=C1>>[ClH:23].[NH:29]1[C:30]2[C:26](=[CH:25][CH:24]=[CH:32][CH:31]=2)[C:27]([CH2:33][C:34]([NH:37][CH2:6][CH2:7][O:8][C:9]2[CH:14]=[CH:13][CH:12]=[CH:11][C:10]=2[O:15][CH2:16][C:17]2[CH:18]=[CH:19][CH:20]=[CH:21][CH:22]=2)([CH3:35])[CH3:36])=[CH:28]1 |f:3.4|. Reported procedure: Proceeding as in Example 3, but replacing 2-[2-(cyclopropylmethyloxy)phenoxy]ethyl methanesulfonate with 2-(2-benzyloxyphenoxy)ethyl methanesulfonate and [2- (5-chloro-1H-indol-3-yl)-1,1-dimethylethyl]amine with [2-(1H-indol-3yl)-1,1-dimethylethyl]amine, gave [2-(1H-indol-3-yl)-1,1-dimethylethyl]{2- (2-benzyloxyphenoxy)ethyl}amine hydrochloride, m.p. 148°-150° C. Yields the product ClC(CON=C(C1=CC=CC=C1)Cl)CN1CCCCC1 (N-[2-chloro-3-(1-piperidinyl)propoxy]benzimidoyl chloride). Starting materials: Cl.OC(CON=C(C1=CC=CC=C1)Cl)CN1CCCCC1 (N-[2-hydroxy-3-(1-piperidinyl)propoxy]-benzimidoyl-chloride hydrochloride). Reaction SMILES: [ClH:1].O[CH:3]([CH2:15][N:16]1[CH2:21][CH2:20][CH2:19][CH2:18][CH2:17]1)[CH2:4][O:5][N:6]=[C:7]([Cl:14])[C:8]1[CH:13]=[CH:12][CH:11]=[CH:10][CH:9]=1>S(Cl)(Cl)=O>[Cl:1][CH:3]([CH2:15][N:16]1[CH2:21][CH2:20][CH2:19][CH2:18][CH2:17]1)[CH2:4][O:5][N:6]=[C:7]([Cl:14])[C:8]1[CH:13]=[CH:12][CH:11]=[CH:10][CH:9]=1 |f:0.1|. Procedure: 2.0 g of N-[2-hydroxy-3-(1-piperidinyl)propoxy]-benzimidoyl-chloride hydrochloride is dissolved in 10 ml of thionylchloride, then the solution is boiled for 2 hours. The thionylchloride is distilled off; the evaporation residue is taken up in 50 ml of methanol, then evaporated. The light yellow evaporation residue (m=2.48 g) is dissolved in 12.5 ml of ethanol and crystallized with 50 ml of ether. The separated precipitate is filtered off, and washed with a mixture of ethanol/ether. Solvent: S(=O)(Cl)Cl (thionylchloride). Reaction conditions: time 2 hour. As a reaction SMILES: Br[CH2:2][CH2:3][CH2:4][O:5][C:6]1[CH:7]=[C:8]([C:12]2[C:16]3[S:17][CH:18]=[CH:19][C:15]=3[O:14][N:13]=2)[CH:9]=[CH:10][CH:11]=1.C(=O)([O-])[O-].[K+].[K+].[C:26]12([NH2:36])[CH2:35][CH:30]3[CH2:31][CH:32]([CH2:34][CH:28]([CH2:29]3)[CH2:27]1)[CH2:33]2>C(#N)C>[C:26]12([NH:36][CH2:2][CH2:3][CH2:4][O:5][C:6]3[CH:11]=[CH:10][CH:9]=[C:8]([C:12]4[C:16]5[S:17][CH:18]=[CH:19][C:15]=5[O:14][N:13]=4)[CH:7]=3)[CH2:33][CH:32]3[CH2:31][CH:30]([CH2:29][CH:28]([CH2:34]3)[CH2:27]1)[CH2:35]2 |f:1.2.3|. Reactants: BrCCCOC=1C=C(C=CC1)C1=NOC2=C1SC=C2 (3-[3-(3-bromo-propoxy)-phenyl]-thieno[2,3-d]isoxazole), C([O-])([O-])=O.[K+].[K+] (potassium carbonate), C12(CC3CC(CC(C1)C3)C2)N (1-adamantanamine). Solvent: C(C)#N (acetonitrile). Run at temperature 75 celsius. Procedure: Mix 3-[3-(3-bromo-propoxy)-phenyl]-thieno[2,3-d]isoxazole (0.250 g, 0.739 mmol), potassium carbonate (0.205 g, 1.48 mmol), 1-adamantanamine (0.560 g, 3.70 mmol) and acetonitrile (4.0 mL) and heat at 75° C., overnight. Cool the reaction mixture and filter through a Waters Sep-Pak (1 g) silica gel cartridge (ethyl acetate). Combine the appropriate fractions and concentrate to give a residue. Purify the residue by column (10 g silica) chromatography using a step gradient from 40% ethyl acetate in d... Yields the product C12(CC3CC(CC(C1)C3)C2)NCCCOC2=CC(=CC=C2)C2=NOC3=C2SC=C3 (adamantan-1-yl-[3-(3-thieno[2,3-d]isoxazol-3-yl-phenoxy)-propyl]-amine). The yield is 43.7%. Starting materials: C(C=C)(=O)OC (methyl acrylate), COC1=CC=C(CCN)C=C1 (p-methoxyphenethyl amine). Solvent: CO (methanol). Product: COC1=CC=C(CCNCCC(=O)OC)C=C1 (methyl 3-[(4-methoxyphenethyl)amino]-propionate). The yield is 97.9%. RXN SMILES: [C:1]([O:5][CH3:6])(=[O:4])[CH:2]=[CH2:3].[CH3:7][O:8][C:9]1[CH:17]=[CH:16][C:12]([CH2:13][CH2:14][NH2:15])=[CH:11][CH:10]=1>CO>[CH3:7][O:8][C:9]1[CH:17]=[CH:16][C:12]([CH2:13][CH2:14][NH:15][CH2:3][CH2:2][C:1]([O:5][CH3:6])=[O:4])=[CH:11][CH:10]=1. Procedure details: A mixture of methyl acrylate (6.0 g, 69.7 mmol) and p-methoxyphenethyl amine (10.5 g, 69.7 mmol) in anhydrous methanol (88 mL) was refluxed for 3 days and then was concentrated to give methyl 3-[(4-methoxyphenethyl)amino]-propionate (16.2 g). To a solution of methyl 3-[(4-methoxyphenethyl)amino]-propionate (3.0 g, 12.6 mmol) in anhydrous methylene chloride (35 mL) was added 3-nitrobenzenesulfonyl chloride (2.8 g, 12.6 mmol), followed by triethylamine (2.6 g, 25.3 mmol). After stirring for 18 h a... Reactants: CC(=O)O, CO, [Fe], CCOC(=O)C(C)Oc1cc(F)ccc1[N+](=O)[O-]. The product is CC1Oc2cc(F)ccc2NC1=O. As a reaction SMILES: [CH3:19][C:20](=[O:21])[OH:22].[CH3:23][OH:24].[Fe:25].[N+:1]([c:4]1[c:5]([O:6][CH:7]([C:8]([O:2][CH2:3][CH3:10])=[O:9])[CH3:13])[cH:14][c:15]([F:18])[cH:16][cH:17]1)([O-:11])=[O:12]>>[NH:1]1[c:4]2[c:5]([cH:14][c:15]([F:18])[cH:16][cH:17]2)[O:6][CH:7]([CH3:13])[C:8]1=[O:9]. The reactants are Fc1ccc(Br)c(F)c1, [K+], O=[N+]([O-])[O-], O=S(=O)(O)O. Yields the product O=[N+]([O-])c1cc(Br)c(F)cc1F. As a reaction SMILES: [Br:1][c:2]1[c:3]([F:9])[cH:4][c:5]([F:8])[cH:6][cH:7]1.[K+:14].[N+:10](=[O:11])([O-:12])[O-:13].[S:15](=[O:16])(=[O:17])([OH:18])[OH:19]>>[Br:1][c:2]1[c:3]([F:9])[cH:4][c:5]([F:8])[c:6]([N+:10](=[O:11])[O-:12])[cH:7]1.